This data is from the Open Reaction Database (ORD), a public repository of structured organic reaction records. The task is: describe an organic reaction: reactants, conditions, products, and yield Starting materials: Cn1cc(-c2noc(C(Cl)(Cl)Cl)n2)c2ccccc21, NCCN1CCCCC1. RXN SMILES: [Cl:1][C:2]([c:3]1[n:4][c:5](-[c:8]2[cH:9][n:10]([CH3:17])[c:11]3[cH:12][cH:13][cH:14][cH:15][c:16]23)[n:6][o:7]1)([Cl:18])[Cl:19].[NH2:20][CH2:21][CH2:22][N:23]1[CH2:24][CH2:25][CH2:26][CH2:27][CH2:28]1>>[c:3]1([CH:21]([NH2:20])[CH2:22][N:23]2[CH2:24][CH2:25][CH2:26][CH2:27][CH2:28]2)[n:4][c:5](-[c:8]2[cH:9][n:10]([CH3:17])[c:11]3[cH:12][cH:13][cH:14][cH:15][c:16]23)[n:6][o:7]1. Product: Cn1cc(-c2noc(C(N)CN3CCCCC3)n2)c2ccccc21.